From a dataset of the Open Reaction Database (ORD), a public repository of structured organic reaction records. describe an organic reaction: reactants, conditions, products, and yield Starting materials: ClC=1N(N=C2C=CC=CC12)CO ((3-chloro-2H-indazol-2-yl)methanol), O=S(Cl)Cl (SOCl2). Reaction conditions: time 3 hour. Yields the product ClC=1N(N=C2C=CC=CC12)CCl (3-chloro-2-(chloromethyl)-2H-indazole), Cl (HCl). Reaction SMILES: [Cl:1][C:2]1[N:3]([CH2:11]O)[N:4]=[C:5]2[C:10]=1[CH:9]=[CH:8][CH:7]=[CH:6]2.O=S(Cl)[Cl:15]>>[Cl:1][C:2]1[N:3]([CH2:11][Cl:15])[N:4]=[C:5]2[C:10]=1[CH:9]=[CH:8][CH:7]=[CH:6]2.[ClH:1]. Procedure details: (3-chloro-2H-indazol-2-yl)methanol was dissolved in SOCl2 (10 mL). The mixture was stirred at room temperature for 3 hours and evaporated to provide crude 3-chloro-2-(chloromethyl)-2H-indazole as a HCl salt.